This data is from the Open Reaction Database (ORD), a public repository of structured organic reaction records. The task is: describe an organic reaction: reactants, conditions, products, and yield The reactants are FC1=C(CN2N=C(C=C2OC)C2=NC=C(C(=N2)NC2=C(C=NC=C2)C#N)OC)C=CC=C1 (4-({2-[1-(2-fluorobenzyl)-5-methoxy-1H-pyrazol-3-yl]-5-methoxypyrimidin-4-yl}amino)pyridine-3-carbonitrile), S(O)(O)(=O)=O (sulfuric acid), ice water, [OH-].[Na+] (sodium hydroxide). Conditions: time 24 hour. Yields the product FC1=C(CN2N=C(C=C2OC)C2=NC=C(C(=N2)NC2=C(C=NC=C2)C(=O)N)OC)C=CC=C1 (4-({2-[1-(2-fluorobenzyl)-5-methoxy-1H-pyrazol-3-yl]-5-methoxypyrimidin-4-yl}amino)pyridine-3-carboxamide). RXN SMILES: [F:1][C:2]1[CH:32]=[CH:31][CH:30]=[CH:29][C:3]=1[CH2:4][N:5]1[C:9]([O:10][CH3:11])=[CH:8][C:7]([C:12]2[N:17]=[C:16]([NH:18][C:19]3[CH:24]=[CH:23][N:22]=[CH:21][C:20]=3[C:25]#[N:26])[C:15]([O:27][CH3:28])=[CH:14][N:13]=2)=[N:6]1.S(=O)(=O)(O)[OH:34].[OH-].[Na+]>>[F:1][C:2]1[CH:32]=[CH:31][CH:30]=[CH:29][C:3]=1[CH2:4][N:5]1[C:9]([O:10][CH3:11])=[CH:8][C:7]([C:12]2[N:17]=[C:16]([NH:18][C:19]3[CH:24]=[CH:23][N:22]=[CH:21][C:20]=3[C:25]([NH2:26])=[O:34])[C:15]([O:27][CH3:28])=[CH:14][N:13]=2)=[N:6]1 |f:2.3|. Procedure: To 126 mg of 4-({2-[1-(2-fluorobenzyl)-5-methoxy-1H-pyrazol-3-yl]-5-methoxypyrimidin-4-yl}amino)pyridine-3-carbonitrile 2-1-7 (0.294 mmol, 1.0 eq.) were given at rt with caution 0.446 mL of sulfuric acid. The mixture was stirred for 24 hours at rt. Then the reaction mixture was dropped into ice water and set with aqueous 2 M sodium hydroxide solution to an alkaline pH. This aqueous layer was extracted three times with DCM/propan-2-ol 4:1. The combined organic layers were dried over magnesium sul... Reactants: [Mg] (magnesium), BrC1=CC2=C(C(=C1)OC)OCO2 (1-bromo-3,4-methylenedioxy-5-methoxybenzene), COB(OC)OC (trimethylborate), Cl (HCl), II (iodine). The solvent is O1CCCC1 (tetrahydrofuran), O1CCCC1 (tetrahydrofuran). Conditions: temperature -78 celsius, time 2 hour. The product is COC1=CC(=CC=2OCOC21)B(O)O (4-Methoxy-1,3-benzodioxol-6-yl boronic acid). The yield is 40.0%. RXN SMILES: [Mg].Br[C:3]1[CH:8]=[C:7]([O:9][CH3:10])[C:6]2[O:11][CH2:12][O:13][C:5]=2[CH:4]=1.II.C[O:17][B:18](OC)[O:19]C.Cl>O1CCCC1>[CH3:10][O:9][C:7]1[C:6]2[O:11][CH2:12][O:13][C:5]=2[CH:4]=[C:3]([B:18]([OH:19])[OH:17])[CH:8]=1. Procedure details: To tetrahydrofuran (40 mL) was added magnesium turnings (2.33 g, 95.8 mmol), 1-bromo-3,4-methylenedioxy-5-methoxybenzene (21.7 g, 93.9 mmol) and a catalytic amount of iodine. Following vigorous reaction, the metal was consumed, and the solution was added to a solution of trimethylborate (38 mL, 334 mmol) in tetrahydrofuran (100 mL) at −78° C. over 45 minutes. The mixture was stirred at −78° C. for an additional 2 hours, then at 25° C. overnight. To the mixture was added 1N HCl (200 mL) followed ... The reactants are BrC=1C(=CC2=C(C=3N(CCO2)C(=C(N3)C(=O)N)I)C1)F (10-bromo-9-fluoro-3-iodo-5,6-dihydroimidazo[1,2-d][1,4]benzoxazepine-2-carboxamide), Cl.C(C)(=N)N (acetamidine hydrochloride), FC(CNN)(F)F (2,2,2-trifluoroethylhydrazine), N1N=NC=C1 (triazole), CC1(C2=C(C(=CC=C2)P(C3=CC=CC=C3)C4=CC=CC=C4)OC5=C(C=CC=C51)P(C6=CC=CC=C6)C7=CC=CC=C7)C (xantphos). The reagents and catalysts are C(C)(=O)[O-].[Pd+2].C(C)(=O)[O-] (Palladium (II) acetate). Solvent: CN(C)C=O (DMF), C(C)N(CC)CC (triethylamine), C(C)(=O)O (acetic acid), C(Cl)Cl (methylene chloride). Conditions: temperature 80 celsius. The product is BrC=1C(=CC2=C(C=3N(CCO2)C(=C(N3)C(=O)N)C3=NC(=NN3CC(F)(F)F)C)C1)F (10-bromo-9-fluoro-3-(3-methyl-1-(2,2,2-trifluoroethyl)-1H-1,2,4-triazol-5-yl)-5,6-dihydrobenzo[f]imidazo[1,2-d][1,4]oxazepine-2-carboxamide), solid. As a reaction SMILES: [NH:1]1[CH:5]=[CH:4][N:3]=[N:2]1.[Br:6][C:7]1[C:8]([F:25])=[CH:9][C:10]2[O:16][CH2:15][CH2:14]N3C(I)=[C:18]([C:20]([NH2:22])=[O:21])[N:19]=[C:12]3[C:11]=2[CH:24]=1.Cl.[C:27]([NH2:30])(=N)[CH3:28].CC1(C)C2C(=C(P(C3C=CC=CC=3)C3C=CC=CC=3)C=CC=2)OC2C(P(C3C=CC=CC=3)C3C=CC=CC=3)=CC=CC1=2.[F:73][C:74]([F:79])([F:78])[CH2:75]NN>CN(C=O)C.C(Cl)Cl.C([O-])(=O)C.[Pd+2].C([O-])(=O)C.C(O)(=O)C.C(N(CC)CC)C>[Br:6][C:7]1[C:8]([F:25])=[CH:9][C:10]2[O:16][CH2:15][CH2:14][N:3]3[C:4]([C:5]4[N:1]([CH2:75][C:74]([F:79])([F:78])[F:73])[N:2]=[C:27]([CH3:28])[N:30]=4)=[C:18]([C:20]([NH2:22])=[O:21])[N:19]=[C:12]3[C:11]=2[CH:24]=1 |f:2.3,8.9.10|. Reported procedure: Title compound was prepared following the carbonylative triazole synthesis procedure (referred herein as Procedure I as described in: Staben, S. T.; Blaquiere, N Angew. Chem. Int. Ed. 2010, 49, p. 325. To a solution of 10-bromo-9-fluoro-3-iodo-5,6-dihydroimidazo[1,2-d][1,4]benzoxazepine-2-carboxamide (300 mg, 0.66 mmol) and acetamidine hydrochloride (1.50 equiv., 99.1 mg, 0.99 mmol) in DMF (3.3 mL, 0.2M) was added triethylamine (0.66 mL, 1.0 mL/mmol). The solution was purged with nitrogen gas. P... Procedure details: Sodium cyanide (14 mg, 0.28 mmol) is added to a solution of 2-[3-(2-chloromethyl-benzyloxy)-phenoxymethyl]-quinoline (110 mg, 0.28 mmol, example 37) in DMSO (5 mL) and the reaction is stirred 5 h. The reaction is partitioned between water and ethyl acetate, the organic phase is washed with water, dried and concentrated to provide the title compound which is used without further purification. MS (ESI) 381 (M+H)+. RXN SMILES: [C-:1]#[N:2].[Na+].Cl[CH2:5][C:6]1[CH:31]=[CH:30][CH:29]=[CH:28][C:7]=1[CH2:8][O:9][C:10]1[CH:11]=[C:12]([CH:25]=[CH:26][CH:27]=1)[O:13][CH2:14][C:15]1[CH:24]=[CH:23][C:22]2[C:17](=[CH:18][CH:19]=[CH:20][CH:21]=2)[N:16]=1>CS(C)=O>[N:16]1[C:17]2[C:22](=[CH:21][CH:20]=[CH:19][CH:18]=2)[CH:23]=[CH:24][C:15]=1[CH2:14][O:13][C:12]1[CH:11]=[C:10]([CH:27]=[CH:26][CH:25]=1)[O:9][CH2:8][C:7]1[CH:28]=[CH:29][CH:30]=[CH:31][C:6]=1[CH2:5][C:1]#[N:2] |f:0.1|. Yields the product N1=C(C=CC2=CC=CC=C12)COC=1C=C(OCC2=C(C=CC=C2)CC#N)C=CC1 ({2-[3-(Quinolin-2-ylmethoxy)-phenoxymethyl]-phenyl}-acetonitrile). Conditions: time 5 hour. Starting materials: [C-]#N.[Na+] (Sodium cyanide), ClCC1=C(COC=2C=C(OCC3=NC4=CC=CC=C4C=C3)C=CC2)C=CC=C1 (2-[3-(2-Chloromethyl-benzyloxy)-phenoxymethyl]-quinoline). Run in CS(=O)C (DMSO). Starting materials: OCC=C(c1ccc(Br)cc1)c1ccc(Br)cc1, CCCCP(CCCC)CCCC, CCOC(=O)C(Cc1ccc(O)cc1)OCC, O=C(N=NC(=O)N1CCCCC1)N1CCCCC1. Yields the product CCOC(=O)C(Cc1ccc(OCC=C(c2ccc(Br)cc2)c2ccc(Br)cc2)cc1)OCC. RXN SMILES: [Br:1][c:2]1[cH:3][cH:4][c:5]([C:8](=[CH:9][CH2:10][OH:11])[c:12]2[cH:13][cH:14][c:15]([Br:18])[cH:16][cH:17]2)[cH:6][cH:7]1.[CH2:19]([P:20]([CH2:21][CH2:22][CH2:23][CH3:24])[CH2:25][CH2:26][CH2:27][CH3:28])[CH2:29][CH2:30][CH3:31].[CH2:32]([CH3:33])[O:34][C:35]([CH:36]([CH2:37][c:38]1[cH:39][cH:40][c:41]([OH:44])[cH:42][cH:43]1)[O:45][CH2:46][CH3:47])=[O:48].[N:49]([C:50]([N:51]1[CH2:52][CH2:53][CH2:54][CH2:55][CH2:56]1)=[O:57])=[N:58][C:59]([N:60]1[CH2:61][CH2:62][CH2:63][CH2:64][CH2:65]1)=[O:66]>>[Br:1][c:2]1[cH:3][cH:4][c:5]([C:8](=[CH:9][CH2:10][O:11][c:41]2[cH:40][cH:39][c:38]([CH2:37][CH:36]([C:35]([O:34][CH2:32][CH3:33])=[O:48])[O:45][CH2:46][CH3:47])[cH:43][cH:42]2)[c:12]2[cH:13][cH:14][c:15]([Br:18])[cH:16][cH:17]2)[cH:6][cH:7]1. The reactants are COC(=O)c1cc(-c2cccc(C#N)c2)c(C(F)(F)F)cc1NC(C)=O, CO, O, O=S(=O)(O)O. The product is COC(=O)c1cc(-c2cccc(C#N)c2)c(C(F)(F)F)cc1N. RXN SMILES: [CH3:1][O:2][C:3](=[O:4])[c:5]1[cH:6][c:7](-[c:19]2[cH:20][c:21]([C:25]#[N:26])[cH:22][cH:23][cH:24]2)[c:8]([C:15]([F:16])([F:17])[F:18])[cH:9][c:10]1[NH:11][C:12](=[O:13])[CH3:14].[CH3:33][OH:34].[OH2:32].[S:27](=[O:28])(=[O:29])([OH:30])[OH:31]>>[CH3:1][O:2][C:3](=[O:4])[c:5]1[cH:6][c:7](-[c:19]2[cH:20][c:21]([C:25]#[N:26])[cH:22][cH:23][cH:24]2)[c:8]([C:15]([F:16])([F:17])[F:18])[cH:9][c:10]1[NH2:11]. Starting materials: NC1=NNC(=C1)C (3-Amino-5-methylpyrazole), COC(CC(OC)OC)OC (1,1,3,3-tetramethoxypropane), Cl (hydrochloric acid). The product is CC1=NN2C(N=CC=C2)=C1 (2-Methylpyrazolo[1,5-a]pyrimidine). Reaction SMILES: [NH2:1][C:2]1[CH:6]=[C:5]([CH3:7])[NH:4][N:3]=1.CO[CH:10](OC)[CH2:11][CH:12](OC)OC.Cl>>[CH3:7][C:5]1[CH:6]=[C:2]2[N:1]=[CH:10][CH:11]=[CH:12][N:3]2[N:4]=1. Procedure details: 3-Amino-5-methylpyrazole is reacted with 1,1,3,3-tetramethoxypropane under an acidic condition of hydrochloric acid and treated in a similar way to Reference Example 22 to give the title compound as a crystal. mp. 54°-57° C.